Dataset: the Open Reaction Database (ORD), a public repository of structured organic reaction records. Task: describe an organic reaction: reactants, conditions, products, and yield Reactants: [N+](=O)([O-])C1=CC=C(CBr)C=C1 (4-nitrobenzyl bromide), C(C)OC(CC1=CC(=C(C=C1)OC)N)=O (3-amino-4-methoxyphenylacetic acid ethyl ester), C(C)(C)[N-]C(C)C.[Li+] (lithium diisopropylamide), C(C1=CC=CC=C1)=O (benzaldehyde). Solvent: O1CCCC1 (tetrahydrofuran), C1(=CC=CC=C1)C (toluene). Conditions: temperature 130 celsius, time 10 minute. Yields the product C(C)OC(C(CC1=CC=C(C=C1)[N+](=O)[O-])C1=CC(=C(C=C1)OC)N=CC1=CC=CC=C1)=O (2-[3-(benzylideneamino)-4-methoxy phenyl]-3-(4-nitrophenyl)propionic acid ethyl ester). RXN SMILES: [CH2:1]([O:3][C:4](=[O:15])[CH2:5][C:6]1[CH:11]=[CH:10][C:9]([O:12][CH3:13])=[C:8]([NH2:14])[CH:7]=1)[CH3:2].[CH:16](=O)[C:17]1[CH:22]=[CH:21][CH:20]=[CH:19][CH:18]=1.C([N-]C(C)C)(C)C.[Li+].[N+:32]([C:35]1[CH:42]=[CH:41][C:38]([CH2:39]Br)=[CH:37][CH:36]=1)([O-:34])=[O:33]>C1(C)C=CC=CC=1.O1CCCC1>[CH2:1]([O:3][C:4](=[O:15])[CH:5]([C:6]1[CH:11]=[CH:10][C:9]([O:12][CH3:13])=[C:8]([N:14]=[CH:16][C:17]2[CH:22]=[CH:21][CH:20]=[CH:19][CH:18]=2)[CH:7]=1)[CH2:39][C:38]1[CH:41]=[CH:42][C:35]([N+:32]([O-:34])=[O:33])=[CH:36][CH:37]=1)[CH3:2] |f:2.3|. Procedure: Thus obtained 3-amino-4-methoxyphenylacetic acid ethyl ester (6.06 g, 29 mmol) was dissolved in toluene (200 mL), added with benzaldehyde (2.94 mL, 29 mmol), and refluxed under heating at 130° C. for 14 hours. The reaction mixture was cooled to room temperature, evaporated under reduced pressure so as to remove the solvent, and the resultant residue was dissolved in tetrahydrofuran (200 mL), and added drop-wisely with a 2 mol/L lithium diisopropylamide solution (heptane/tetrahydrofuran/ethylbenz...